This data is from the Open Reaction Database (ORD), a public repository of structured organic reaction records. The task is: describe an organic reaction: reactants, conditions, products, and yield Starting materials: FC1=C(N=NC=C1OC)C1=CC(=CC=C1)C(F)(F)F (4-Fluoro-5-methoxy-3-[3-(trifluoromethyl)phenyl]pyridazine), CN (methylamine), solution. The solvent is O (water), C1CCOC1 (THF), O (water). Yields the product COC=1C(=C(N=NC1)C1=CC(=CC=C1)C(F)(F)F)NC (5-methoxy-N-methyl-3-[3-(trifluoromethyl)phenyl]-4-pyridazinamine). Isolated yield 95.0%. RXN SMILES: F[C:2]1[C:7]([O:8][CH3:9])=[CH:6][N:5]=[N:4][C:3]=1[C:10]1[CH:15]=[CH:14][CH:13]=[C:12]([C:16]([F:19])([F:18])[F:17])[CH:11]=1.[CH3:20][NH2:21]>O.C1COCC1>[CH3:9][O:8][C:7]1[C:2]([NH:21][CH3:20])=[C:3]([C:10]2[CH:15]=[CH:14][CH:13]=[C:12]([C:16]([F:19])([F:18])[F:17])[CH:11]=2)[N:4]=[N:5][CH:6]=1. Procedure details: 4-Fluoro-5-methoxy-3-[3-(trifluoromethyl)phenyl]pyridazine (0.6 g, 0.0022 mole, Compound No. 46) and methylamine (1.54 g of a 40% solution in water, 0.0194 mole) were stirred at RT in THF (20 mL) under N2 for 24 h. The mixture was poured into water and extracted 3×50 mL with ethyl acetate. The organic layer was dried (MgSO4), filtered, and evaporated in vacuo. The crude solid was recrystallized from cyclohexane/ethyl acetate to give 5-methoxy-N-methyl-3-[3-(trifluoromethyl)phenyl]-4-pyridazinami... Reactants: CO, Nc1c(Cl)cc(CC(CC(=O)N2CCC(N3CCc4ccccc4NC3=O)CC2)C(=O)N2CCC(N3CCN(C(=O)OCc4ccccc4)CC3)CC2)cc1C(F)(F)F. The product is Nc1c(Cl)cc(CC(CC(=O)N2CCC(N3CCc4ccccc4NC3=O)CC2)C(=O)N2CCC(N3CCNCC3)CC2)cc1C(F)(F)F. RXN SMILES: [CH3:60][OH:61].[NH2:1][c:2]1[c:3]([Cl:59])[cH:4][c:5]([CH2:6][CH:7]([C:8](=[O:9])[N:10]2[CH2:11][CH2:12][CH:13]([N:16]3[CH2:17][CH2:18][N:19]([C:22]([O:23][CH2:24][c:25]4[cH:26][cH:27][cH:28][cH:29][cH:30]4)=[O:31])[CH2:20][CH2:21]3)[CH2:14][CH2:15]2)[CH2:32][C:33]([N:34]2[CH2:35][CH2:36][CH:37]([N:40]3[C:41](=[O:51])[NH:42][c:43]4[c:44]([cH:47][cH:48][cH:49][cH:50]4)[CH2:45][CH2:46]3)[CH2:38][CH2:39]2)=[O:52])[cH:53][c:54]1[C:55]([F:56])([F:57])[F:58]>>[NH2:1][c:2]1[c:3]([Cl:59])[cH:4][c:5]([CH2:6][CH:7]([C:8](=[O:9])[N:10]2[CH2:11][CH2:12][CH:13]([N:16]3[CH2:17][CH2:18][NH:19][CH2:20][CH2:21]3)[CH2:14][CH2:15]2)[CH2:32][C:33]([N:34]2[CH2:35][CH2:36][CH:37]([N:40]3[C:41](=[O:51])[NH:42][c:43]4[c:44]([cH:47][cH:48][cH:49][cH:50]4)[CH2:45][CH2:46]3)[CH2:38][CH2:39]2)=[O:52])[cH:53][c:54]1[C:55]([F:56])([F:57])[F:58]. Reactants: CCc1cc([N+](=O)[O-])c(OC)cc1F, CS(=O)(=O)N1CCN(C2CCNCC2)CC1, CS(C)=O, Cl, Cl, [K+], [K+], O=C([O-])[O-], O. Yields the product CCc1cc([N+](=O)[O-])c(OC)cc1N1CCC(N2CCN(S(C)(=O)=O)CC2)CC1. Reaction SMILES: [CH2:1]([CH3:2])[c:3]1[c:4]([F:14])[cH:5][c:6]([O:12][CH3:13])[c:7]([N+:9](=[O:10])[O-:11])[cH:8]1.[CH3:17][S:18](=[O:19])(=[O:20])[N:21]1[CH2:22][CH2:23][N:24]([CH:27]2[CH2:28][CH2:29][NH:30][CH2:31][CH2:32]2)[CH2:25][CH2:26]1.[CH3:40][S:41]([CH3:42])=[O:43].[ClH:15].[ClH:16].[K+:33].[K+:34].[O-:35][C:36]([O-:37])=[O:38].[OH2:39]>>[CH2:1]([CH3:2])[c:3]1[c:4]([N:30]2[CH2:29][CH2:28][CH:27]([N:24]3[CH2:23][CH2:22][N:21]([S:18]([CH3:17])(=[O:19])=[O:20])[CH2:26][CH2:25]3)[CH2:32][CH2:31]2)[cH:5][c:6]([O:12][CH3:13])[c:7]([N+:9](=[O:10])[O-:11])[cH:8]1. The reactants are O=C([O-])[O-], CCOC(=O)N1CCNCC1, CC#N, CC(OS(C)(=O)=O)c1nnn(-c2cccc(Cl)c2)n1, [K+], [K+]. Yields the product CCOC(=O)N1CCN(C(C)c2nnn(-c3cccc(Cl)c3)n2)CC1. As a reaction SMILES: [C:20](=[O:21])([O-:22])[O-:23].[CH2:26]([CH3:27])[O:28][C:29](=[O:30])[N:31]1[CH2:32][CH2:33][NH:34][CH2:35][CH2:36]1.[CH3:37][C:38]#[N:39].[Cl:1][c:2]1[cH:3][c:4](-[n:8]2[n:9][c:10]([CH:13]([CH3:14])[O:15][S:16]([CH3:17])(=[O:18])=[O:19])[n:11][n:12]2)[cH:5][cH:6][cH:7]1.[K+:24].[K+:25]>>[Cl:1][c:2]1[cH:3][c:4](-[n:8]2[n:9][c:10]([CH:13]([CH3:14])[N:34]3[CH2:33][CH2:32][N:31]([C:29]([O:28][CH2:26][CH3:27])=[O:30])[CH2:36][CH2:35]3)[n:11][n:12]2)[cH:5][cH:6][cH:7]1. Starting materials: CC(=O)O, COc1cccnc1C, OO. Yields the product COc1ccc[n+]([O-])c1C. RXN SMILES: [CH3:12][C:13](=[O:14])[OH:15].[CH3:1][O:2][c:3]1[c:4]([CH3:9])[n:5][cH:6][cH:7][cH:8]1.[OH:10][OH:11]>>[CH3:1][O:2][c:3]1[c:4]([CH3:9])[n+:5]([O-:10])[cH:6][cH:7][cH:8]1. Reactants: ClC=1C=C(C=C(C1OCCN)Cl)OCC=C(Cl)Cl (3,5-dichloro-4-(2-aminoethoxy)-1-(3,3-dichloro-2-propenyloxy)benzene), FC(OC1=CC=C(C=C1)N=C=O)(F)F (4-trifluoromethoxyphenyl isocyanate). Run in C1(=CC=CC=C1)C (toluene). Run at time 12 hour. The product is ClC=1C=C(C=C(C1OCCNC(=O)NC1=CC=C(C=C1)OC(F)(F)F)Cl)OCC=C(Cl)Cl (3,5-dichloro-4-(2-(N′-(4-trifluoromethoxyphenyl)ureido)ethoxy)-1-(3,3-dichloro-2-propenyloxy)benzene). The yield is 46.5%. As a reaction SMILES: [Cl:1][C:2]1[CH:3]=[C:4]([O:13][CH2:14][CH:15]=[C:16]([Cl:18])[Cl:17])[CH:5]=[C:6]([Cl:12])[C:7]=1[O:8][CH2:9][CH2:10][NH2:11].[F:19][C:20]([F:32])([F:31])[O:21][C:22]1[CH:27]=[CH:26][C:25]([N:28]=[C:29]=[O:30])=[CH:24][CH:23]=1>C1(C)C=CC=CC=1>[Cl:1][C:2]1[CH:3]=[C:4]([O:13][CH2:14][CH:15]=[C:16]([Cl:18])[Cl:17])[CH:5]=[C:6]([Cl:12])[C:7]=1[O:8][CH2:9][CH2:10][NH:11][C:29]([NH:28][C:25]1[CH:26]=[CH:27][C:22]([O:21][C:20]([F:19])([F:31])[F:32])=[CH:23][CH:24]=1)=[O:30]. Procedure details: A solution of 0.20 g of 3,5-dichloro-4-(2-aminoethoxy)-1-(3,3-dichloro-2-propenyloxy)benzene and 0.14 g of 4-trifluoromethoxyphenyl isocyanate dissolved in 10 ml of toluene was heated under reflux, while stirring, for 12 hours, and the reaction mixture was then concentrated to give a residue. The residue was subjected to silica gel chromatography, which afforded 0.15 g of 3,5-dichloro-4-(2-(N′-(4-trifluoromethoxyphenyl)ureido)ethoxy)-1-(3,3-dichloro-2-propenyloxy)benzene (46% yield), m.p., 1 25.... Procedure: A solution of 19.3 g of tert-butyl (1R)-1-benzyl-2-hydroxypropylcarbamate in 160 cm3 of dioxane and 67 cm3 of 6.5N hydrochloric dioxane is stirred at room temperature for 5 hours and is then concentrated under reduced pressure (2 kPa) at a temperature in the region of 40° C. A yellow oil is obtained, and is taken up in 50 cm3 of water and basified to a pH in the region of 10 with potassium carbonate. This mixture is extracted with 3 times 100 cm3 of ethyl acetate and the combined organic phases ... The solvent is O1CCOCC1 (dioxane), O1CCOCC1 (dioxane), O (water). Yields the product mixture, N[C@@H](C(C)O)CC1=CC=CC=C1 ((3R)-3-amino-4-phenyl-2-butanol). Isolated yield 25.0%. The reactants are C(C1=CC=CC=C1)[C@H](C(C)O)NC(OC(C)(C)C)=O (tert-butyl (1R)-1-benzyl-2-hydroxypropylcarbamate), C([O-])([O-])=O.[K+].[K+] (potassium carbonate), 10. As a reaction SMILES: [CH2:1]([C@@H:8]([NH:12]C(=O)OC(C)(C)C)[CH:9]([OH:11])[CH3:10])[C:2]1[CH:7]=[CH:6][CH:5]=[CH:4][CH:3]=1.C(=O)([O-])[O-].[K+].[K+]>O1CCOCC1.O>[NH2:12][C@H:8]([CH2:1][C:2]1[CH:7]=[CH:6][CH:5]=[CH:4][CH:3]=1)[CH:9]([OH:11])[CH3:10] |f:1.2.3|.